Dataset: the Open Reaction Database (ORD), a public repository of structured organic reaction records. Task: describe an organic reaction: reactants, conditions, products, and yield Reactants: CC(C)(C)OC(=O)N1CC(O)C2C1CCN2C(=O)OCc1ccccc1, O=C(O)c1ccc([N+](=O)[O-])cc1, CC(C)OC(=O)N=NC(=O)OC(C)C, c1ccc(P(c2ccccc2)c2ccccc2)cc1, c1ccccc1. The product is CC(C)(C)OC(=O)N1CC(OC(=O)c2ccc([N+](=O)[O-])cc2)C2C1CCN2C(=O)OCc1ccccc1. As a reaction SMILES: [C:1]([CH3:2])([CH3:3])([CH3:4])[O:5][C:6](=[O:7])[N:8]1[CH:9]2[CH:10]([CH:11]([OH:13])[CH2:12]1)[N:14]([C:17](=[O:18])[O:19][CH2:20][c:21]1[cH:22][cH:23][cH:24][cH:25][cH:26]1)[CH2:15][CH2:16]2.[N+:46](=[O:47])([O-:48])[c:49]1[cH:50][cH:51][c:52]([C:53](=[O:54])[OH:55])[cH:56][cH:57]1.[O:58]=[C:59]([O:60][CH:61]([CH3:62])[CH3:63])[N:64]=[N:65][C:66]([O:67][CH:68]([CH3:69])[CH3:70])=[O:71].[c:27]1([P:28]([c:29]2[cH:30][cH:31][cH:32][cH:33][cH:34]2)[c:35]2[cH:36][cH:37][cH:38][cH:39][cH:40]2)[cH:41][cH:42][cH:43][cH:44][cH:45]1.[cH:72]1[cH:73][cH:74][cH:75][cH:76][cH:77]1>>[C:1]([CH3:2])([CH3:3])([CH3:4])[O:5][C:6](=[O:7])[N:8]1[CH:9]2[CH:10]([CH:11]([O:13][C:53]([c:52]3[cH:51][cH:50][c:49]([N+:46](=[O:47])[O-:48])[cH:57][cH:56]3)=[O:54])[CH2:12]1)[N:14]([C:17](=[O:18])[O:19][CH2:20][c:21]1[cH:22][cH:23][cH:24][cH:25][cH:26]1)[CH2:15][CH2:16]2.